Dataset: the Open Reaction Database (ORD), a public repository of structured organic reaction records. Task: describe an organic reaction: reactants, conditions, products, and yield Reactants: OC1Cc2ccccc2C1, CS(=O)(=O)Cl, c1ccncc1. The product is CS(=O)(=O)OC1Cc2ccccc2C1. Reaction SMILES: [CH2:1]1[CH:2]([OH:10])[CH2:3][c:4]2[cH:5][cH:6][cH:7][cH:8][c:9]21.[CH3:11][S:12](=[O:13])(=[O:14])[Cl:15].[cH:16]1[cH:17][cH:18][n:19][cH:20][cH:21]1>>[CH2:1]1[CH:2]([O:10][S:12]([CH3:11])(=[O:13])=[O:14])[CH2:3][c:4]2[cH:5][cH:6][cH:7][cH:8][c:9]21.